Dataset: the Open Reaction Database (ORD), a public repository of structured organic reaction records. Task: describe an organic reaction: reactants, conditions, products, and yield Starting materials: BrC=1SC2=C(N1)C=C(C(=C2C2=CC=C(C=C2)Cl)[C@@H](C(=O)OCC)OC(C)(C)C)C ((S)-ethyl 2-(2-bromo-7-(4-chlorophenyl)-5-methylbenzo[d]thiazol-6-yl)-2-tert-butoxyacetate), ClC1=NC=CC(=C1)B(O)O (2-chloropyridine-4-boronic acid), C(=O)([O-])[O-].[K+].[K+] (K2CO3). The reagents and catalysts are C=1C=CC(=CC1)[P](C=2C=CC=CC2)(C=3C=CC=CC3)[Pd]([P](C=4C=CC=CC4)(C=5C=CC=CC5)C=6C=CC=CC6)([P](C=7C=CC=CC7)(C=8C=CC=CC8)C=9C=CC=CC9)[P](C=1C=CC=CC1)(C=1C=CC=CC1)C=1C=CC=CC1 (Pd(PPh3)4). Run in O1CCOCC1 (dioxane). Reaction conditions: temperature 90 celsius. Yields the product C(C)(C)(C)O[C@H](C(=O)OCC)C1=C(C2=C(N=C(S2)C2=CC(=NC=C2)Cl)C=C1C)C1=CC=C(C=C1)Cl ((S)-ethyl 2-tert-butoxy-2-(7-(4-chlorophenyl)-2-(2-chloropyridin-4-yl)-5-methylbenzo[d]thiazol-6-yl)acetate). Reaction SMILES: Br[C:2]1[S:3][C:4]2[C:10]([C:11]3[CH:16]=[CH:15][C:14]([Cl:17])=[CH:13][CH:12]=3)=[C:9]([C@H:18]([O:24][C:25]([CH3:28])([CH3:27])[CH3:26])[C:19]([O:21][CH2:22][CH3:23])=[O:20])[C:8]([CH3:29])=[CH:7][C:5]=2[N:6]=1.[Cl:30][C:31]1[CH:36]=[C:35](B(O)O)[CH:34]=[CH:33][N:32]=1.C([O-])([O-])=O.[K+].[K+]>O1CCOCC1.C1C=CC([P]([Pd]([P](C2C=CC=CC=2)(C2C=CC=CC=2)C2C=CC=CC=2)([P](C2C=CC=CC=2)(C2C=CC=CC=2)C2C=CC=CC=2)[P](C2C=CC=CC=2)(C2C=CC=CC=2)C2C=CC=CC=2)(C2C=CC=CC=2)C2C=CC=CC=2)=CC=1>[C:25]([O:24][C@@H:18]([C:9]1[C:8]([CH3:29])=[CH:7][C:5]2[N:6]=[C:2]([C:35]3[CH:34]=[CH:33][N:32]=[C:31]([Cl:30])[CH:36]=3)[S:3][C:4]=2[C:10]=1[C:11]1[CH:16]=[CH:15][C:14]([Cl:17])=[CH:13][CH:12]=1)[C:19]([O:21][CH2:22][CH3:23])=[O:20])([CH3:28])([CH3:27])[CH3:26] |f:2.3.4,^1:55,57,76,95|. Procedure: To a solution of (S)-ethyl 2-(2-bromo-7-(4-chlorophenyl)-5-methylbenzo[d]thiazol-6-yl)-2-tert-butoxyacetate (858 mg, 1.733 mmol) and 2-chloropyridine-4-boronic acid (327 mg, 2.080 mmol) in dioxane (14.6 mL) was added Pd(PPh3)4 (160 mg, 0.139 mmol) and 2N K2CO3 (3.6 mL, 7.280 mmol). The reaction was degassed for 5 minutes with N2 and then heated at 90° C. for 6 h. After cooling, the reaction mixture was diluted with EtOAc, extracted with H2O, brine, dried over Na2SO4, filtered and concentrated an... The reactants are CC(=O)O[BH-](OC(C)=O)OC(C)=O, C1CCOC1, CC(=O)O, O=Cc1ccc2c(-c3ccc(F)cc3)cc(=O)oc2c1, CCC(O)(CC)c1nnc(N)s1, [Na+], c1ccccc1. Yields the product CCC(O)(CC)c1nnc(NCCc2ccc3c(-c4ccc(F)cc4)cc(=O)oc3c2)s1. Reaction SMILES: [C:37]([O:38][BH-:39]([O:40][C:41](=[O:42])[CH3:43])[O:44][C:45](=[O:46])[CH3:47])(=[O:48])[CH3:49].[CH2:57]1[O:58][CH2:59][CH2:60][CH2:61]1.[CH3:33][C:34](=[O:35])[OH:36].[F:13][c:14]1[cH:15][cH:16][c:17](-[c:20]2[cH:21][c:22](=[O:32])[o:23][c:24]3[cH:25][c:26]([CH:30]=[O:31])[cH:27][cH:28][c:29]23)[cH:18][cH:19]1.[NH2:1][c:2]1[n:3][n:4][c:5]([C:7]([CH2:8][CH3:9])([CH2:10][CH3:11])[OH:12])[s:6]1.[Na+:50].[cH:51]1[cH:52][cH:53][cH:54][cH:55][cH:56]1>>[NH:1]([c:2]1[n:3][n:4][c:5]([C:7]([CH2:8][CH3:9])([CH2:10][CH3:11])[OH:12])[s:6]1)[CH2:33][CH2:30][c:26]1[cH:25][c:24]2[o:23][c:22](=[O:32])[cH:21][c:20](-[c:17]3[cH:16][cH:15][c:14]([F:13])[cH:19][cH:18]3)[c:29]2[cH:28][cH:27]1. Reactants: C(C)(C)(C)OC(=O)N[C@@H]1CN(CC1)S(=O)(=O)C=1C=2C(=CN=CC2C=CC1)C(F)(F)F ((S)-3-(tert-Butoxycarbonylamino)-1-(4-trifluoromethyl-5-isoquinolinesulfonyl)pyrrolidine), Cl.O1CCOCC1 (hydrogen chloride 1,4-dioxane). Run at time 3 hour. Product: N[C@@H]1CN(CC1)S(=O)(=O)C=1C=2C(=CN=CC2C=CC1)C(F)(F)F ((S)-3-Amino-1-(4-trifluoromethyl-5-isoquinolinesulfonyl)pyrrolidine), Cl (hydrochloride). As a reaction SMILES: C(OC([NH:8][C@H:9]1[CH2:13][CH2:12][N:11]([S:14]([C:17]2[C:18]3[C:19]([C:27]([F:30])([F:29])[F:28])=[CH:20][N:21]=[CH:22][C:23]=3[CH:24]=[CH:25][CH:26]=2)(=[O:16])=[O:15])[CH2:10]1)=O)(C)(C)C.[ClH:31].O1CCOCC1>>[NH2:8][C@H:9]1[CH2:13][CH2:12][N:11]([S:14]([C:17]2[C:18]3[C:19]([C:27]([F:30])([F:29])[F:28])=[CH:20][N:21]=[CH:22][C:23]=3[CH:24]=[CH:25][CH:26]=2)(=[O:15])=[O:16])[CH2:10]1.[ClH:31] |f:1.2|. Procedure: Intermediate 33a (16.3 mg) prepared in Step A mentioned above was added with 4 N hydrogen chloride/1,4-dioxane solution (2 ml, Kokusan Chemical), and the mixture was stirred at room temperature for 3 hours. The solvent was evaporated under reduced pressure to obtain the title compound as hydrochloride (13.3 mg). Reactants: CC1(CS(=O)(=O)Cl)NC(=O)NC1=O, CCOC(C)=O, c1cc(C2CC2)ncc1-c1cc2c(cn1)CNCC2, Cl. The product is CC1(CS(=O)(=O)N2CCc3cc(-c4ccc(C5CC5)nc4)ncc3C2)NC(=O)NC1=O. As a reaction SMILES: [CH3:21][C:22]1([CH2:29][S:30](=[O:31])(=[O:32])[Cl:33])[NH:23][C:24](=[O:28])[NH:25][C:26]1=[O:27].[CH3:34][CH2:35][O:36][C:37]([CH3:38])=[O:39].[CH:2]1([c:5]2[cH:6][cH:7][c:8](-[c:11]3[cH:12][c:13]4[c:18]([cH:19][n:20]3)[CH2:17][NH:16][CH2:15][CH2:14]4)[cH:9][n:10]2)[CH2:3][CH2:4]1.[ClH:1]>>[CH:2]1([c:5]2[cH:6][cH:7][c:8](-[c:11]3[cH:12][c:13]4[c:18]([cH:19][n:20]3)[CH2:17][N:16]([S:30]([CH2:29][C:22]3([CH3:21])[NH:23][C:24](=[O:28])[NH:25][C:26]3=[O:27])(=[O:31])=[O:32])[CH2:15][CH2:14]4)[cH:9][n:10]2)[CH2:3][CH2:4]1. The reactants are OC[C@@H]1N(CCC[C@@H]1C)C(=O)C=1N=C(SC1C1=CC=C(C=C1)F)C (rac-cis-(2-(hydroxymethyl)-3-methylpiperidin-1-yl)(5-(4-fluorophenyl)-2-methylthiazol-4-yl)methanone), [H-].[Na+] (NaH), ClC1=NC=C(C=C1)C(F)(F)F (2-Chloro-5-(trifluoromethyl)pyridine). Run in C1CCOC1 (THF). Conditions: time 30 minute. Yields the product C[C@@H]1[C@@H](N(CCC1)C(=O)C=1N=C(SC1C1=CC=C(C=C1)F)C)COC1=NC=C(C=C1)C(F)(F)F (rac-cis-(3-Methyl-2-(((5-(trifluoromethyl)pyridin-2-yl)oxy)methyl)piperidin-1-yl) (5-(4-fluorophenyl)-2-methylthiazol-4-yl)methanone). As a reaction SMILES: [OH:1][CH2:2][C@H:3]1[C@@H:8]([CH3:9])[CH2:7][CH2:6][CH2:5][N:4]1[C:10]([C:12]1[N:13]=[C:14]([CH3:24])[S:15][C:16]=1[C:17]1[CH:22]=[CH:21][C:20]([F:23])=[CH:19][CH:18]=1)=[O:11].[H-].[Na+].Cl[C:28]1[CH:33]=[CH:32][C:31]([C:34]([F:37])([F:36])[F:35])=[CH:30][N:29]=1>C1COCC1>[CH3:9][C@H:8]1[CH2:7][CH2:6][CH2:5][N:4]([C:10]([C:12]2[N:13]=[C:14]([CH3:24])[S:15][C:16]=2[C:17]2[CH:18]=[CH:19][C:20]([F:23])=[CH:21][CH:22]=2)=[O:11])[C@H:3]1[CH2:2][O:1][C:28]1[CH:33]=[CH:32][C:31]([C:34]([F:37])([F:36])[F:35])=[CH:30][N:29]=1 |f:1.2|. Procedure: To a stirred solution of rac-cis-(2-(hydroxymethyl)-3-methylpiperidin-1-yl)(5-(4-fluorophenyl)-2-methylthiazol-4-yl)methanone in THF was added NaH (4 eq) at 0° C. and stirred for 30 min at RT. 2-Chloro-5-(trifluoromethyl)pyridine (2 eq) was then added and solution refluxed for 2 h. The reaction was cooled and quenched with saturated NH4Cl and concentrated in vacuo. The crude reaction mixture was purified by reverse-phase preparative HPLC to afford the title compound. MS (ESI) 493.7 (M+H).